Dataset: the Open Reaction Database (ORD), a public repository of structured organic reaction records. Task: describe an organic reaction: reactants, conditions, products, and yield Starting materials: CN(C)c1ccc(N)cc1, CCOC(=O)c1cnc(SC)[nH]c1=O, CCO. Product: CCOC(=O)c1cnc(Nc2ccc(N(C)C)cc2)[nH]c1=O. Reaction SMILES: [CH3:15][N:16]([CH3:17])[c:18]1[cH:19][cH:20][c:21]([NH2:22])[cH:23][cH:24]1.[CH3:1][S:2][c:3]1[nH:4][c:5](=[O:14])[c:6]([C:9](=[O:10])[O:11][CH2:12][CH3:13])[cH:7][n:8]1.[CH3:25][CH2:26][OH:27]>>[c:3]1([NH:22][c:21]2[cH:20][cH:19][c:18]([N:16]([CH3:15])[CH3:17])[cH:24][cH:23]2)[nH:4][c:5](=[O:14])[c:6]([C:9](=[O:10])[O:11][CH2:12][CH3:13])[cH:7][n:8]1. Starting materials: CC(=O)N(C)c1ccc(CO)cc1, ClCCl, BrP(Br)Br. The product is CC(=O)N(C)c1ccc(CBr)cc1. As a reaction SMILES: [C:1]([CH3:2])(=[O:3])[N:4]([CH3:5])[c:6]1[cH:7][cH:8][c:9]([CH2:10][OH:11])[cH:12][cH:13]1.[Cl:18][CH2:19][Cl:20].[P:14]([Br:15])([Br:16])[Br:17]>>[C:1]([CH3:2])(=[O:3])[N:4]([CH3:5])[c:6]1[cH:7][cH:8][c:9]([CH2:10][Br:15])[cH:12][cH:13]1.